This data is from the Open Reaction Database (ORD), a public repository of structured organic reaction records. The task is: describe an organic reaction: reactants, conditions, products, and yield The reactants are Cc1ccc(-c2ccccc2OCc2ccccc2)cc1N1CCN(C(=O)OC(C)(C)C)CC1, CC(=O)O, CO, CCOC(C)=O. Product: Cc1ccc(-c2ccccc2O)cc1N1CCN(C(=O)OC(C)(C)C)CC1. RXN SMILES: [C:1]([CH3:2])([CH3:3])([CH3:4])[O:5][C:6](=[O:7])[N:8]1[CH2:9][CH2:10][N:11]([c:14]2[cH:15][c:16](-[c:21]3[c:22]([O:27][CH2:28][c:29]4[cH:30][cH:31][cH:32][cH:33][cH:34]4)[cH:23][cH:24][cH:25][cH:26]3)[cH:17][cH:18][c:19]2[CH3:20])[CH2:12][CH2:13]1.[CH3:35][C:36](=[O:37])[OH:38].[CH3:39][OH:40].[CH3:41][CH2:42][O:43][C:44](=[O:45])[CH3:46]>>[C:1]([CH3:2])([CH3:3])([CH3:4])[O:5][C:6](=[O:7])[N:8]1[CH2:9][CH2:10][N:11]([c:14]2[cH:15][c:16](-[c:21]3[c:22]([OH:27])[cH:23][cH:24][cH:25][cH:26]3)[cH:17][cH:18][c:19]2[CH3:20])[CH2:12][CH2:13]1. Reactants: C(C1=CC=CC=C1)NC(=O)C1=C(N=C(S1)Br)C (N-benzyl-2-bromo-4-methylthiazole-5-carboxamide), NC1=CC(NC=C1)=O (4-aminopyridin-2(1H)-one), C([O-])([O-])=O.[K+].[K+] (potassium carbonate), OC=1C=CC=C2C=CC=NC12 (8-hydroxyquinoline). Reagents/catalysts: [Cu]I (copper(I) iodide). The solvent is CS(=O)C (dimethyl sulfoxide), O (Water). Run at time 16 hour. The product is NC1=CC(N(C=C1)C=1SC(=C(N1)C)C(=O)NCC1=CC=CC=C1)=O (2-(4-Amino-2-oxopyridin-1(2H)-yl)-N-benzyl-4-methylthiazole-5-carboxamide). Yield: 49.4%. As a reaction SMILES: [CH2:1]([NH:8][C:9]([C:11]1[S:15][C:14](Br)=[N:13][C:12]=1[CH3:17])=[O:10])[C:2]1[CH:7]=[CH:6][CH:5]=[CH:4][CH:3]=1.[NH2:18][C:19]1[CH:24]=[CH:23][NH:22][C:21](=[O:25])[CH:20]=1.C(=O)([O-])[O-].[K+].[K+].OC1C=CC=C2C=1N=CC=C2>CS(C)=O.[Cu]I.O>[NH2:18][C:19]1[CH:24]=[CH:23][N:22]([C:14]2[S:15][C:11]([C:9]([NH:8][CH2:1][C:2]3[CH:7]=[CH:6][CH:5]=[CH:4][CH:3]=3)=[O:10])=[C:12]([CH3:17])[N:13]=2)[C:21](=[O:25])[CH:20]=1 |f:2.3.4|. Procedure: To a degassed solution of N-benzyl-2-bromo-4-methylthiazole-5-carboxamide (1.58 g, 5.00 mmol), 4-aminopyridin-2(1H)-one (0.72 g, 6.50 mmol), potassium carbonate (2.00 g, 14.40 mmol) and 8-hydroxyquinoline (0.08 g, 0.50 mmol) in dimethyl sulfoxide (30 mL) was added copper(I) iodide (0.10 g, 0.50 mmol). The reaction mixture was heated at 75-80 C. for 16 hours, then cooled to ambient temperature. Water (300 mL) was added to the mixture and the crude product was precipitated and collected by filtrat...